This data is from the Open Reaction Database (ORD), a public repository of structured organic reaction records. The task is: describe an organic reaction: reactants, conditions, products, and yield The reactants are BrCCCCCOC1CCCCO1, CCOC(=O)C(C)C, C1CCOC1, [Li]CCCC, CC(C)NC(C)C, [Cl-], [NH4+]. The product is CCOC(=O)C(C)(C)CCCCCOC1CCCCO1. Reaction SMILES: [Br:21][CH2:22][CH2:23][CH2:24][CH2:25][CH2:26][O:27][CH:28]1[O:29][CH2:30][CH2:31][CH2:32][CH2:33]1.[C:13]([CH:14]([CH3:15])[CH3:16])(=[O:17])[O:18][CH2:19][CH3:20].[CH2:36]1[O:37][CH2:38][CH2:39][CH2:40]1.[CH2:8]([Li:9])[CH2:10][CH2:11][CH3:12].[CH:1]([NH:2][CH:3]([CH3:4])[CH3:5])([CH3:6])[CH3:7].[Cl-:34].[NH4+:35]>>[C:13]([C:14]([CH3:15])([CH3:16])[CH2:22][CH2:23][CH2:24][CH2:25][CH2:26][O:27][CH:28]1[O:29][CH2:30][CH2:31][CH2:32][CH2:33]1)(=[O:17])[O:18][CH2:19][CH3:20]. The reactants are OC(C)C=1OC(C2=CC=CC=C2C1C1=CC=C(C=C1)CN1CCCCC1)=O (3-(1-hydroxyethyl)-4-(4-(piperidin-1-ylmethyl)phenyl)-1H-isochromen-1-one), OC(C)C=1OC(C2=CC=CC=C2C1C1=CC=C(C=C1)CN1CCCCC1)=O (3-(1-hydroxyethyl)-4-(4-(piperidin-1-ylmethyl)phenyl)-1H-isochromen-1-one), FC=1C=C(C=C(C1)OC)C1=NNC2=NC=NC(=C21)N (3-(3-fluoro-5-methoxyphenyl)-1H-pyrazolo[3,4-d]pyrimidin-4-amine). The product is NC1=C2C(=NC=N1)N(N=C2C2=CC(=CC(=C2)OC)F)C(C)C=2OC(C1=CC=CC=C1C2C2=CC=C(C=C2)CN2CCCCC2)=O (3-(1-(4-amino-3-(3-fluoro-5-methoxyphenyl)-1H-pyrazolo[3,4-d]pyrimidin-1-yl)ethyl)-4-(4-(piperidin-1-ylmethyl)phenyl)-1H-isochromen-1-one). The yield is 70.7%. Reaction SMILES: O[CH:2]([C:4]1[O:5][C:6](=[O:27])[C:7]2[C:12]([C:13]=1[C:14]1[CH:19]=[CH:18][C:17]([CH2:20][N:21]3[CH2:26][CH2:25][CH2:24][CH2:23][CH2:22]3)=[CH:16][CH:15]=1)=[CH:11][CH:10]=[CH:9][CH:8]=2)[CH3:3].[F:28][C:29]1[CH:30]=[C:31]([C:37]2[C:45]3[C:40](=[N:41][CH:42]=[N:43][C:44]=3[NH2:46])[NH:39][N:38]=2)[CH:32]=[C:33]([O:35][CH3:36])[CH:34]=1>>[NH2:46][C:44]1[N:43]=[CH:42][N:41]=[C:40]2[N:39]([CH:2]([C:4]3[O:5][C:6](=[O:27])[C:7]4[C:12]([C:13]=3[C:14]3[CH:15]=[CH:16][C:17]([CH2:20][N:21]5[CH2:22][CH2:23][CH2:24][CH2:25][CH2:26]5)=[CH:18][CH:19]=3)=[CH:11][CH:10]=[CH:9][CH:8]=4)[CH3:3])[N:38]=[C:37]([C:31]3[CH:32]=[C:33]([O:35][CH3:36])[CH:34]=[C:29]([F:28])[CH:30]=3)[C:45]=12. Procedure: The title compound was made in a similar way as that of the example 134, step a, from 3-(1-hydroxyethyl)-4-(4-(piperidin-1-ylmethyl)phenyl)-1H-isochromen-1-one (Intermediate B48, 720 mg, 1.981 mmol) and 3-(3-fluoro-5-methoxyphenyl)-1H-pyrazolo[3,4-d]pyrimidin-4-amine (Intermediate G1, 565 mg, 2.17 mmol) to give 3-(1-(4-amino-3-(3-fluoro-5-methoxyphenyl)-1H-pyrazolo[3,4-d]pyrimidin-1-yl)ethyl)-4-(4-(piperidin-1-ylmethyl)phenyl)-1H-isochromen-1-one (850 mg, 1.40 mmol, 71.0% yield) as a brown solid... Starting materials: ClC=1C=C(C=CC1)C1=CC(=C(C(=O)OC(C)(C)C)C=C1)NC(C1=C(C(=CC=C1)C)C)=O (tert-butyl 4-(3-chlorophenyl)-2-(2,3-dimethylbenzamido)benzoate). The solvent is FC(C(=O)O)(F)F (trifluoroacetic acid). Conditions: time 2 hour. Yields the product ClC=1C=C(C=CC1)C1=CC(=C(C(=O)O)C=C1)NC(C1=C(C(=CC=C1)C)C)=O (4-(3-chlorophenyl)-2-(2,3-dimethylbenzamido)benzoic acid). Reaction SMILES: [Cl:1][C:2]1[CH:3]=[C:4]([C:8]2[CH:20]=[CH:19][C:11]([C:12]([O:14]C(C)(C)C)=[O:13])=[C:10]([NH:21][C:22](=[O:31])[C:23]3[CH:28]=[CH:27][CH:26]=[C:25]([CH3:29])[C:24]=3[CH3:30])[CH:9]=2)[CH:5]=[CH:6][CH:7]=1>FC(F)(F)C(O)=O>[Cl:1][C:2]1[CH:3]=[C:4]([C:8]2[CH:20]=[CH:19][C:11]([C:12]([OH:14])=[O:13])=[C:10]([NH:21][C:22](=[O:31])[C:23]3[CH:28]=[CH:27][CH:26]=[C:25]([CH3:29])[C:24]=3[CH3:30])[CH:9]=2)[CH:5]=[CH:6][CH:7]=1. Procedure details: 10 mL of trifluoroacetic acid was added to the obtained tert-butyl 4-(3-chlorophenyl)-2-(2,3-dimethylbenzamido)benzoate and stirred at room temperature for 2 hours. The solvent was evaporated under reduced pressure and methanol was added to the obtained residue and a solid substance was separated by filtration to obtain 32 mg of 4-(3-chlorophenyl)-2-(2,3-dimethylbenzamido)benzoic acid as white solid. The reactants are CCOP(=O)(Cl)OCC, Cc1ccccc1, [NH4+], N#C[S-], Cc1ccccc1C, c1ccccc1. The product is CCOP(=O)(N=C=S)OCC. As a reaction SMILES: [CH2:1]([CH3:2])[O:3][P:4](=[O:5])([O:6][CH2:7][CH3:8])[Cl:9].[CH3:20][c:21]1[cH:22][cH:23][cH:24][cH:25][cH:26]1.[NH4+:13].[S-:10][C:11]#[N:12].[c:27]1([CH3:28])[c:29]([CH3:30])[cH:31][cH:32][cH:33][cH:34]1.[cH:14]1[cH:15][cH:16][cH:17][cH:18][cH:19]1>>[CH2:1]([CH3:2])[O:3][P:4](=[O:5])([O:6][CH2:7][CH3:8])[N:12]=[C:11]=[S:10]. Reactants: ClC1=NC=C(C(=N1)NC1=CC(=CC(=C1)OC)OC)F (2-chloro-N4-(3,5-dimethoxyphenyl)-5-fluoro-4-pyrimidineamine), OC=1C=C(N)C=CC1 (3-hydroxyaniline). Yields the product COC=1C=C(C=C(C1)OC)NC1=NC(=NC=C1F)NC1=CC(=CC=C1)O (N4-(3,5-dimethoxyphenyl)-N2-(3-hydroxyphenyl)-5-fluoro-2,4-pyrimidinediamine). As a reaction SMILES: Cl[C:2]1[N:7]=[C:6]([NH:8][C:9]2[CH:14]=[C:13]([O:15][CH3:16])[CH:12]=[C:11]([O:17][CH3:18])[CH:10]=2)[C:5]([F:19])=[CH:4][N:3]=1.[OH:20][C:21]1[CH:22]=[C:23]([CH:25]=[CH:26][CH:27]=1)[NH2:24]>>[CH3:18][O:17][C:11]1[CH:10]=[C:9]([NH:8][C:6]2[C:5]([F:19])=[CH:4][N:3]=[C:2]([NH:24][C:23]3[CH:25]=[CH:26][CH:27]=[C:21]([OH:20])[CH:22]=3)[N:7]=2)[CH:14]=[C:13]([O:15][CH3:16])[CH:12]=1. Procedure details: In like manner to the preparation of N4-(3,4-ethylenedioxyphenyl)-5-fluoro-N2-(3-hydroxyphenyl)-2,4-pyrimidinediamine, the reaction of 2-chloro-N4-(3,5-dimethoxyphenyl)-5-fluoro-4-pyrimidineamine with 3-hydroxyaniline gave N4-(3,5-dimethoxyphenyl)-N2-(3-hydroxyphenyl)-5-fluoro-2,4-pyrimidinediamine. LCMS: ret. time: 18.98 min.; purity: 90%; MS (m/e): 357 (MH+). Starting materials: [Na+].[I-] (NaI), C1(=CC=CC=C1)P(C1=CC=CC=C1)C1=CC=CC=C1 (triphenylphosphine), C1(=CC=CC=C1)CC(=O)NC1[C@@H]2N(C(=C(CS2)CCl)C(=O)OC(C2=CC=CC=C2)C2=CC=CC=C2)C1=O (benzhydryl 7-phenylacetamido-3-chloromethyl-3-cephem-4-carboxylate). The solvent is CC(=O)C (acetone). Yields the product [I-].C1(=CC=CC=C1)CC(=O)NC1[C@@H]2N(C(=C(CS2)C[P+](C2=CC=CC=C2)(C2=CC=CC=C2)C2=CC=CC=C2)C(=O)OC(C2=CC=CC=C2)C2=CC=CC=C2)C1=O (Benzhydryl 7phenylacetamido-3-(triphenylphosphonio)methyl-3-cephem-4-carboxylate iodide). Reaction SMILES: [C:1]1([CH2:7][C:8]([NH:10][CH:11]2[C:36](=[O:37])[N:13]3[C:14]([C:20]([O:22][CH:23]([C:30]4[CH:35]=[CH:34][CH:33]=[CH:32][CH:31]=4)[C:24]4[CH:29]=[CH:28][CH:27]=[CH:26][CH:25]=4)=[O:21])=[C:15]([CH2:18]Cl)[CH2:16][S:17][C@H:12]23)=[O:9])[CH:6]=[CH:5][CH:4]=[CH:3][CH:2]=1.[Na+].[I-:39].[C:40]1([P:46]([C:53]2[CH:58]=[CH:57][CH:56]=[CH:55][CH:54]=2)[C:47]2[CH:52]=[CH:51][CH:50]=[CH:49][CH:48]=2)[CH:45]=[CH:44][CH:43]=[CH:42][CH:41]=1>CC(C)=O>[I-:39].[C:1]1([CH2:7][C:8]([NH:10][CH:11]2[C:36](=[O:37])[N:13]3[C:14]([C:20]([O:22][CH:23]([C:30]4[CH:35]=[CH:34][CH:33]=[CH:32][CH:31]=4)[C:24]4[CH:29]=[CH:28][CH:27]=[CH:26][CH:25]=4)=[O:21])=[C:15]([CH2:18][P+:46]([C:47]4[CH:48]=[CH:49][CH:50]=[CH:51][CH:52]=4)([C:53]4[CH:58]=[CH:57][CH:56]=[CH:55][CH:54]=4)[C:40]4[CH:41]=[CH:42][CH:43]=[CH:44][CH:45]=4)[CH2:16][S:17][C@H:12]23)=[O:9])[CH:6]=[CH:5][CH:4]=[CH:3][CH:2]=1 |f:1.2,5.6|. Procedure: 32.5 g (0.0609 mol) of benzhydryl 7-phenylacetamido-3-chloromethyl-3-cephem-4-carboxylate are dissolved in 330 ml of acetone, and 10.1 g (0.0674 mol) of NaI and 17.6 g (0.0671 mol) of triphenylphosphine are added in succession, with stirring. After the mixture has been stirred at room temperature for 1.5 hours, the insoluble material is removed by filtration with suction and the clear mother liquor is stirred into 1,000 ml of ether. The white flocculent material which precipitates out is filtere...